Dataset: the Open Reaction Database (ORD), a public repository of structured organic reaction records. Task: describe an organic reaction: reactants, conditions, products, and yield The reactants are CSCCOC=1C=C2CCC(NC2=CC1)=O (6-(2-methylmercapto-ethoxy)-3,4-dihydro-carbostyril), I(=O)(=O)(=O)[O-].[Na+] (sodium metaperiodate). Solvent: O (water), O (water), CO (methanol). Run at time 1.5 hour. Product: CS(=O)CCOC=1C=C2CCC(NC2=CC1)=O (6-(2-Methylsulfinyl-ethoxy)-3,4-dihydro-carbostyril). Reaction SMILES: [CH3:1][S:2][CH2:3][CH2:4][O:5][C:6]1[CH:7]=[C:8]2[C:13](=[CH:14][CH:15]=1)[NH:12][C:11](=[O:16])[CH2:10][CH2:9]2.I([O-])(=O)(=O)=[O:18].[Na+]>CO.O>[CH3:1][S:2]([CH2:3][CH2:4][O:5][C:6]1[CH:7]=[C:8]2[C:13](=[CH:14][CH:15]=1)[NH:12][C:11](=[O:16])[CH2:10][CH2:9]2)=[O:18] |f:1.2|. Procedure details: 1.42 gm (0.006 mol) of 6-(2-methylmercapto-ethoxy)-3,4-dihydro-carbostyril were suspended in 12 ml of methanol, and a solution of 1.71 gm (0.008 mol) of sodium metaperiodate in 8 ml of water was added. The reaction mixture was stirred for 1.5 hours; at the beginning a distinct warming of the reaction mixture was noted. Subsequently, the mixture was diluted with a little water and exhaustively extracted with chloroform. The evaporation residue of the chloroform extract was recrystallized from eth... Starting materials: Cl (HCl), FC=1C=C(C=C(C1)F)[C@H]1N(C(CS(C1)=O)=O)CC(=O)OCC1=CC=CC=C1 (Benzyl [(3R)-3-(3,5-difluorophenyl)-1-oxido-5-oxothiomorpholin-4-yl]acetate), [Na+].[Cl-] (NaCl). The solvent is C([O-])(O)=O.[Na+] (sodium bicarbonate), CCOCC (ether), CO (MeOH). Yields the product FC=1C=C(C=C(C1)F)[C@H]1N(C(CS(C1)=O)=O)CC(=O)O ([(3R)-3-(3,5-Difluorophenyl)-1-oxido-5-oxothiomorpholin-4-yl]acetic acid). As a reaction SMILES: [F:1][C:2]1[CH:3]=[C:4]([C@@H:9]2[CH2:14][S:13](=[O:15])[CH2:12][C:11](=[O:16])[N:10]2[CH2:17][C:18]([O:20]CC2C=CC=CC=2)=[O:19])[CH:5]=[C:6]([F:8])[CH:7]=1.Cl.[Na+].[Cl-]>CO.C(=O)(O)[O-].[Na+].CCOCC>[F:1][C:2]1[CH:3]=[C:4]([C@@H:9]2[CH2:14][S:13](=[O:15])[CH2:12][C:11](=[O:16])[N:10]2[CH2:17][C:18]([OH:20])=[O:19])[CH:5]=[C:6]([F:8])[CH:7]=1 |f:2.3,5.6|. Procedure: A solution of benzyl [(3R)-3-(3,5-difluorophenyl)-1-oxido-5-oxothiomorpholin-4-yl]acetate (93.6 mg, 0.238 mmol, major isomer, from Step B) in MeOH (5 mL) was purged with nitrogen. The septum sealing the reaction vessel was briefly removed to allow introduction of Pd/C (˜18 mg, 10% Pd/C). The vessel was then purged with hydrogen from a balloon, before a fresh balloon of hydrogen was attached. After LCMS analysis indicated that the reaction had stalled at 60% conversion, the hydrogen atmosphere wa... Yields the product CCCc1nccn1C(C)COCC(=O)CC(=O)OCC. As a reaction SMILES: [CH2:13]([CH3:14])[O:15][C:16]([CH2:17][C:18](=[O:19])[CH2:20][Cl:21])=[O:22].[CH2:1]([CH2:2][CH3:3])[c:4]1[n:5]([CH:9]([CH2:10][OH:11])[CH3:12])[cH:6][cH:7][n:8]1.[ClH:23].[O:24]1[CH2:25][CH2:26][CH2:27][CH2:28]1>>[CH2:1]([CH2:2][CH3:3])[c:4]1[n:5]([CH:9]([CH2:10][O:11][CH2:20][C:18]([CH2:17][C:16]([O:15][CH2:13][CH3:14])=[O:22])=[O:19])[CH3:12])[cH:6][cH:7][n:8]1. Reactants: CCOC(=O)CC(=O)CCl, CCCc1nccn1C(C)CO, Cl, C1CCOC1. Starting materials: O=C([O-])[O-], CN1CCNCC1, CS(C)=O, O=[N+]([O-])c1ccc(F)c(F)c1, [K+], [K+], O. The product is CN1CCN(c2ccc([N+](=O)[O-])cc2F)CC1. RXN SMILES: [C:19](=[O:20])([O-:21])[O-:22].[CH3:12][N:13]1[CH2:14][CH2:15][NH:16][CH2:17][CH2:18]1.[CH3:26][S:27](=[O:28])[CH3:29].[F:1][c:2]1[cH:3][c:4]([N+:9](=[O:10])[O-:11])[cH:5][cH:6][c:7]1[F:8].[K+:23].[K+:24].[OH2:25]>>[F:1][c:2]1[cH:3][c:4]([N+:9](=[O:10])[O-:11])[cH:5][cH:6][c:7]1[N:16]1[CH2:15][CH2:14][N:13]([CH3:12])[CH2:18][CH2:17]1. Starting materials: CN(C)Cc1c[nH]c2cc(Br)c(F)cc12, CCOC(C)=O, CS(C)=O, N#C[Na]. Product: N#CCc1c[nH]c2cc(Br)c(F)cc12. RXN SMILES: [Br:1][c:2]1[c:3]([F:15])[cH:4][c:5]2[c:6]([CH2:11][N:12]([CH3:13])[CH3:14])[cH:7][nH:8][c:9]2[cH:10]1.[CH3:19][CH2:20][O:21][C:22](=[O:23])[CH3:24].[CH3:25][S:26]([CH3:27])=[O:28].[Na:16][C:17]#[N:18]>>[Br:1][c:2]1[c:3]([F:15])[cH:4][c:5]2[c:6]([CH2:11][C:17]#[N:18])[cH:7][nH:8][c:9]2[cH:10]1. Starting materials: CN(C)Cc1ccccc1C=O, CC1=CN=C(C=C1)N, [C-]#[N+]C1CCCCC1. The reagents and catalysts are O=C(O)C(F)(F)F (trifluoroacetic acid). Solvent: CC(C)O (isopropyl alcohol), CC(C)O (isopropylalcohol). Conditions: temperature 22 celsius, time 20 hour. Product: Cc1ccc2nc(c3ccccc3CN(C)C)c(NC3CCCCC3)n2c1. The yield is 1.1%. RXN SMILES: CC1=CC=C(N)N=C1.[C-]#[N+]C1CCCCC1.CN(C)CC1=C(C=O)C=CC=C1>>CN(C)CC1=C(C=CC=C1)C1=C(NC2CCCCC2)N2C=C(C)C=CC2=N1. Reactants: O=C1CC(CF)CO1, NC1=C2c3ccccc3C=CN2CC=C1. Yields the product C1=CCN2C=Cc3ccccc3C2=C1. RXN SMILES: [F:1][CH2:2][CH:3]1[CH2:4][O:5][C:6](=[O:7])[CH2:8]1.[NH2:9][C:10]1=[C:15]2[N:14]([CH2:13][CH:12]=[CH:11]1)[CH:23]=[CH:22][c:21]1[c:16]2[cH:17][cH:18][cH:19][cH:20]1>>[CH:10]1=[C:15]2[N:14]([CH2:13][CH:12]=[CH:11]1)[CH:23]=[CH:22][c:21]1[c:16]2[cH:17][cH:18][cH:19][cH:20]1.